This data is from the Open Reaction Database (ORD), a public repository of structured organic reaction records. The task is: describe an organic reaction: reactants, conditions, products, and yield Reactants: BrCC(=O)C1=C2N=C(C(=NC2=CC=C1)C)NC1(CC1)C (2-bromo-1-(2-methyl-3-((1-methylcyclopropyl)amino)-5-quinoxalinyl)ethanone), CN(C)C=O (DMF), C(C)(C)(C)OC(=O)N[C@@H](C(CC(=O)OCC)=O)C ((R)-ethyl 4-((tert-butoxycarbonyl)amino)-3-oxopentanoate), C(=O)([O-])[O-].[K+].[K+] (K2CO3). Solvent: C1CCOC1 (THF), C(=O)(O)[O-].[Na+] (NaHCO3). Run at time 4 hour. Yields the product C(C)(C)(C)OC(=O)N[C@H](C(C(C(=O)OCC)CC(=O)C1=C2N=C(C(=NC2=CC=C1)C)NC1(CC1)C)=O)C (ethyl (4S)-4-((tert-butoxycarbonyl)amino)-2-(2-(2-methyl-3-((1-methylcyclopropyl)amino)-5-quinoxalinyl)-2-oxoethyl)-3-oxopentanoate). As a reaction SMILES: Br[CH2:2][C:3]([C:5]1[CH:14]=[CH:13][CH:12]=[C:11]2[C:6]=1[N:7]=[C:8]([NH:16][C:17]1([CH3:20])[CH2:19][CH2:18]1)[C:9]([CH3:15])=[N:10]2)=[O:4].CN(C=O)C.[C:26]([O:30][C:31]([NH:33][C@H:34]([CH3:43])[C:35](=[O:42])[CH2:36][C:37]([O:39][CH2:40][CH3:41])=[O:38])=[O:32])([CH3:29])([CH3:28])[CH3:27].C([O-])([O-])=O.[K+].[K+]>C([O-])(O)=O.[Na+].C1COCC1>[C:26]([O:30][C:31]([NH:33][C@@H:34]([CH3:43])[C:35](=[O:42])[CH:36]([CH2:2][C:3]([C:5]1[CH:14]=[CH:13][CH:12]=[C:11]2[C:6]=1[N:7]=[C:8]([NH:16][C:17]1([CH3:20])[CH2:19][CH2:18]1)[C:9]([CH3:15])=[N:10]2)=[O:4])[C:37]([O:39][CH2:40][CH3:41])=[O:38])=[O:32])([CH3:28])([CH3:29])[CH3:27] |f:3.4.5,6.7|. Reported procedure: To a 1000 mL round bottomed flask was added 2-bromo-1-(2-methyl-3-((1-methylcyclopropyl)amino)-5-quinoxalinyl)ethanone (611) (14.6 g, 43.7 mmol), DMF (35 mL), THF (35 mL), ethyl (4R)-4-((tert-butoxycarbonyl)amino)-3-oxopentanoate (602) (13.7 g, 52.7 mmol) and K2CO3 (15.1 g, 109 mmol). The mixture was stirred at RT. After 4 h, the mixture was diluted with sat NaHCO3 and extracted with EtOAc (3×100 mL). The combined extracts were washed with water (2×100 mL) and brine (100 mL) and then dried (Na2S... Reactants: [N+](=O)([O-])C1=CC=C(C(=O)N2CC=3N(CC4=C2C=CC=C4)N=CC3)C=C1 (5,10-dihydro-5-(4-nitrobenzoyl)-4H-pyrazolo-[5,1-c][1,4]benzodiazepine), C(C)(=O)OCC (ethyl acetate). Reagents/catalysts: [Pd] (Pd/C). The solvent is C(C)O (ethyl alcohol). Run at time 5 hour. The product is NC1=CC=C(C(=O)N2CC=3N(CC4=C2C=CC=C4)N=CC3)C=C1 (5,10-Dihydro-5-(4-aminobenzoyl)-4H-pyrazolo-[5,1-c][1,4]benzodiazepine). As a reaction SMILES: [N+:1]([C:4]1[CH:25]=[CH:24][C:7]([C:8]([N:10]2[C:16]3[CH:17]=[CH:18][CH:19]=[CH:20][C:15]=3[CH2:14][N:13]3[N:21]=[CH:22][CH:23]=[C:12]3[CH2:11]2)=[O:9])=[CH:6][CH:5]=1)([O-])=O.C(OCC)(=O)C>C(O)C.[Pd]>[NH2:1][C:4]1[CH:5]=[CH:6][C:7]([C:8]([N:10]2[C:16]3[CH:17]=[CH:18][CH:19]=[CH:20][C:15]=3[CH2:14][N:13]3[N:21]=[CH:22][CH:23]=[C:12]3[CH2:11]2)=[O:9])=[CH:24][CH:25]=1. Procedure details: A mixture of 5 mmol of 5,10-dihydro-5-(4-nitrobenzoyl)-4H-pyrazolo-[5,1-c][1,4]benzodiazepine in 25 ml of ethyl alcohol and 10 ml of ethyl acetate containing 0.2 g of 10% Pd/C is hydrogenated for 5 hours. The reaction mixture is filtered through a pad of diatomaceous earth. The filtrate is concentrated in vacuo to a solid which is purified by flash chromatography on silica gel to give the desired product as a tan solid. The reactants are FCC(C(C(N1N=CN=C1)OC1=CC=C(C=C1)Cl)O)(C)CF (3,3-bisfluoromethyl-1-(4-chlorophenoxy)-1-(1,2,4-triazol-1-yl)-butan-2-ol), C(C)(=O)OC(C)=O (acetic anhydride). Run at temperature 100 celsius, time 16 hour. The product is C(C)(=O)OC(C(N1N=CN=C1)OC1=CC=C(C=C1)Cl)C(C)(CF)CF (2-acetoxy-3,3-bisfluoromethyl-1-(4-chlorophenoxy)-1-(1,2,4-triazol-1-yl)-butane). As a reaction SMILES: [F:1][CH2:2][C:3]([CH2:21][F:22])([CH3:20])[CH:4]([OH:19])[CH:5]([O:11][C:12]1[CH:17]=[CH:16][C:15]([Cl:18])=[CH:14][CH:13]=1)[N:6]1[CH:10]=[N:9][CH:8]=[N:7]1.[C:23](OC(=O)C)(=[O:25])[CH3:24]>>[C:23]([O:19][CH:4]([C:3]([CH2:21][F:22])([CH2:2][F:1])[CH3:20])[CH:5]([O:11][C:12]1[CH:17]=[CH:16][C:15]([Cl:18])=[CH:14][CH:13]=1)[N:6]1[CH:10]=[N:9][CH:8]=[N:7]1)(=[O:25])[CH3:24]. Procedure details: 112 g (0.328 mol) of 3,3-bisfluoromethyl-1-(4-chlorophenoxy)-1-(1,2,4-triazol-1-yl)-butan-2-ol (as the diastereomeric mixture of the pure forms A and B) were dissolved in 500 ml of acetic anhydride. The solution was stirred at 100° C. for 16 hours, the excess acetic anhydride was distilled off in vacuo and the residue was taken up in 600 ml of methylene chloride. The organic phase was washed twice with 1.5 liters of water each time, dried over sodium sulphate and concentrated. The oily residue w... Starting materials: FC1=CC=C(CC2=CN=C3C(=C(C(N(C3=C2)CCN2C(CCC2)=O)=O)C(=O)OCC)O)C=C1 (ethyl 7-(4-fluorobenzyl)-4-hydroxy-2-oxo-1-[2-(2-oxopyrrolidin-1-yl)ethyl]-1,2-dihydro-1,5-naphthyridine-3-carboxylate), COCCN (2-methoxyethylamine). The product is FC1=CC=C(CC2=CN=C3C(=C(C(N(C3=C2)CCN2C(CCC2)=O)=O)C(=O)NCCOC)O)C=C1 (7-(4-Fluorobenzyl)-4-hydroxy-N-(2-methoxyethyl)-2-oxo-1-[2-(2-oxopyrrolidin-1-yl)ethyl]-1,2-dihydro-1,5-naphthyridine-3-carboxamide). RXN SMILES: [F:1][C:2]1[CH:33]=[CH:32][C:5]([CH2:6][C:7]2[CH:16]=[C:15]3[C:10]([C:11]([OH:31])=[C:12]([C:26](OCC)=[O:27])[C:13](=[O:25])[N:14]3[CH2:17][CH2:18][N:19]3[CH2:23][CH2:22][CH2:21][C:20]3=[O:24])=[N:9][CH:8]=2)=[CH:4][CH:3]=1.[CH3:34][O:35][CH2:36][CH2:37][NH2:38]>>[F:1][C:2]1[CH:3]=[CH:4][C:5]([CH2:6][C:7]2[CH:16]=[C:15]3[C:10]([C:11]([OH:31])=[C:12]([C:26]([NH:38][CH2:37][CH2:36][O:35][CH3:34])=[O:27])[C:13](=[O:25])[N:14]3[CH2:17][CH2:18][N:19]3[CH2:23][CH2:22][CH2:21][C:20]3=[O:24])=[N:9][CH:8]=2)=[CH:32][CH:33]=1. Reported procedure: This compound was prepared from ethyl 7-(4-fluorobenzyl)-4-hydroxy-2-oxo-1-[2-(2-oxopyrrolidin-1-yl)ethyl]-1,2-dihydro-1,5-naphthyridine-3-carboxylate and 2-methoxyethylamine by methods similar to those described in Example 6. The product was obtained as a white solid: 1H NMR (CDCl3) δ 10.27 (1H, br m), 8.55 (1H, s), 8.06 (1H, s), 7.24 (2H, m), 6.99 (2H, t, J=8.6 Hz), 4.35 (2H, t, J=7 Hz), 4.14 (2H, s), 3.65 (2H, m), 3.59 (2H, m), 3.50 (2H, t, J=7 Hz), 3.44 (2H, m), 3.42 (3H, s), 2.31 (2H, t, J=... The reactants are CCCCCCCN1C(=O)OC2(CCN(Cc3ccccc3)CC2)C1(C)O, O, OCc1ccccc1. Product: C=C1N(CCCCCCC)C(=O)OC12CCN(Cc1ccccc1)CC2. As a reaction SMILES: [CH2:1]([c:2]1[cH:3][cH:4][cH:5][cH:6][cH:7]1)[N:8]1[CH2:9][CH2:10][C:11]2([C:12]([CH3:24])([OH:25])[N:13]([CH2:17][CH2:18][CH2:19][CH2:20][CH2:21][CH2:22][CH3:23])[C:14](=[O:16])[O:15]2)[CH2:26][CH2:27]1.[OH2:28].[OH:29][CH2:30][c:31]1[cH:32][cH:33][cH:34][cH:35][cH:36]1>>[CH2:1]([c:2]1[cH:3][cH:4][cH:5][cH:6][cH:7]1)[N:8]1[CH2:9][CH2:10][C:11]2([C:12](=[CH2:24])[N:13]([CH2:17][CH2:18][CH2:19][CH2:20][CH2:21][CH2:22][CH3:23])[C:14](=[O:16])[O:15]2)[CH2:26][CH2:27]1.